describe an organic reaction: reactants, conditions, products, and yield From a dataset of the Open Reaction Database (ORD), a public repository of structured organic reaction records. The reactants are O=C([O-])[O-], CN(C)C=O, Cc1ccccc1, Clc1ccc(C(OCCBr)c2ccc(Cl)cc2)cc1, [K+], [K+], OCCS. Yields the product OCCSCCOC(c1ccc(Cl)cc1)c1ccc(Cl)cc1. RXN SMILES: [C:20](=[O:21])([O-:22])[O-:23].[CH3:30][N:31]([CH3:32])[CH:33]=[O:34].[CH3:35][c:36]1[cH:37][cH:38][cH:39][cH:40][cH:41]1.[Cl:1][c:2]1[cH:3][cH:4][c:5]([CH:8]([O:9][CH2:10][CH2:11][Br:12])[c:13]2[cH:14][cH:15][c:16]([Cl:19])[cH:17][cH:18]2)[cH:6][cH:7]1.[K+:24].[K+:25].[SH:26][CH2:27][CH2:28][OH:29]>>[Cl:1][c:2]1[cH:3][cH:4][c:5]([CH:8]([O:9][CH2:10][CH2:11][S:26][CH2:27][CH2:28][OH:29])[c:13]2[cH:14][cH:15][c:16]([Cl:19])[cH:17][cH:18]2)[cH:6][cH:7]1. Reactants: COC(=O)C1=CC=C(OCC=2N=C(SC2)N2CCN(CC2)C(=O)OC(C)(C)C)C=C1 (tert-butyl 4-[4-(4-methoxycarbonylphenoxymethyl)thiazol-2-yl]piperazine-1-carboxylate), [OH-].[Na+] (sodium hydroxide). Run in CO (methanol), C1CCOC1 (THF), O (water). Run at temperature 55 celsius, time 8 hour. Product: C(C)(C)(C)OC(=O)N1CCN(CC1)C=1SC=C(N1)COC1=CC=C(C(=O)O)C=C1 (4-[2-(4-tert-butoxycarbonylpiperazin-1-yl)thiazol-4-ylmethoxy]benzoic acid). The yield is 100.9%. As a reaction SMILES: C[O:2][C:3]([C:5]1[CH:30]=[CH:29][C:8]([O:9][CH2:10][C:11]2[N:12]=[C:13]([N:16]3[CH2:21][CH2:20][N:19]([C:22]([O:24][C:25]([CH3:28])([CH3:27])[CH3:26])=[O:23])[CH2:18][CH2:17]3)[S:14][CH:15]=2)=[CH:7][CH:6]=1)=[O:4].[OH-].[Na+]>CO.C1COCC1.O>[C:25]([O:24][C:22]([N:19]1[CH2:18][CH2:17][N:16]([C:13]2[S:14][CH:15]=[C:11]([CH2:10][O:9][C:8]3[CH:7]=[CH:6][C:5]([C:3]([OH:4])=[O:2])=[CH:30][CH:29]=3)[N:12]=2)[CH2:21][CH2:20]1)=[O:23])([CH3:28])([CH3:26])[CH3:27] |f:1.2|. Procedure details: A solution of tert-butyl 4-[4-(4-methoxycarbonylphenoxymethyl)thiazol-2-yl]piperazine-1-carboxylate (820 mg, 1.89 mmol) in methanol (30 mL) and THF (10 mL) was treated with a solution of sodium hydroxide (226 mg, 5.67 mmol) in water (10 mL). The mixture was stirred at 55° C. for 8 hours and then concentrated by evaporation. The aqueous solution was diluted with water (10 mL) and the dilution was acidified with dilute hydrochloric acid. A resulting solid was collected by filtration to provide 4-[... RXN SMILES: [CH3:9][S:10][c:11]1[n:12][cH:13][n:14]2[c:15]1[s:16][cH:17][cH:18]2.[Cl:19][CH2:20][Cl:21].[I:1][N:2]1[C:3](=[O:4])[CH2:5][CH2:6][C:7]1=[O:8]>>[I:1][c:13]1[n:12][c:11]([S:10][CH3:9])[c:15]2[n:14]1[cH:18][cH:17][s:16]2. Yields the product CSc1nc(I)n2ccsc12. The reactants are CSc1ncn2ccsc12, ClCCl, O=C1CCC(=O)N1I. Starting materials: BrC=1C=C2N(N=CC(=C2NC2CN(CC2(C)C)S(=O)(=O)C)C(=O)N)C1 ((+/−)-6-bromo-4-(4,4-dimethyl-1-(methylsulfonyl)pyrrolidin-3-ylamino)pyrrolo[1,2-b]pyridazine-3-carboxamide), CN1N=CC(=C1)B1OC(C(O1)(C)C)(C)C (1-methyl-4-(4,4,5,5-tetramethyl-1,3,2-dioxaborolan-2-yl)-1H-pyrazole). Product: CC1(C(CN(C1)S(=O)(=O)C)NC=1C=2N(N=CC1C(=O)N)C=C(C2)C=2C=NN(C2)C)C ((+/−)-4-(4,4-dimethyl-1-(methylsulfonyl)pyrrolidin-3-ylamino)-6-(1-methyl-1H-pyrazol-4-yl)pyrrolo[1,2-b]pyridazine-3-carboxamide). Reaction SMILES: Br[C:2]1[CH:3]=[C:4]2[C:9]([NH:10][CH:11]3[C:15]([CH3:17])([CH3:16])[CH2:14][N:13]([S:18]([CH3:21])(=[O:20])=[O:19])[CH2:12]3)=[C:8]([C:22]([NH2:24])=[O:23])[CH:7]=[N:6][N:5]2[CH:25]=1.[CH3:26][N:27]1[CH:31]=[C:30](B2OC(C)(C)C(C)(C)O2)[CH:29]=[N:28]1>>[CH3:16][C:15]1([CH3:17])[CH2:14][N:13]([S:18]([CH3:21])(=[O:20])=[O:19])[CH2:12][CH:11]1[NH:10][C:9]1[C:4]2[N:5]([CH:25]=[C:2]([C:30]3[CH:29]=[N:28][N:27]([CH3:26])[CH:31]=3)[CH:3]=2)[N:6]=[CH:7][C:8]=1[C:22]([NH2:24])=[O:23]. Reported procedure: The title compound was prepared according to the procedure described for Example 297 by Suzuki coupling with (+/−)-6-bromo-4-(4,4-dimethyl-1-(methylsulfonyl)pyrrolidin-3-ylamino)pyrrolo[1,2-b]pyridazine-3-carboxamide (from Step 1 of Example 297) with 1-methyl-4-(4,4,5,5-tetramethyl-1,3,2-dioxaborolan-2-yl)-1H-pyrazole. The reactants are CO, N#CC(N)CC1=Cc2ccccc2CC1, N. Yields the product NCC(N)CC1=Cc2ccccc2CC1. RXN SMILES: [CH3:17][OH:18].[NH2:1][CH:2]([C:3]#[N:4])[CH2:5][C:6]1=[CH:7][c:8]2[cH:9][cH:10][cH:11][cH:12][c:13]2[CH2:14][CH2:15]1.[NH3:16]>>[NH2:1][CH:2]([CH2:3][NH2:4])[CH2:5][C:6]1=[CH:7][c:8]2[cH:9][cH:10][cH:11][cH:12][c:13]2[CH2:14][CH2:15]1. Starting materials: C1(=CC=C(C=C1)[C@@]1(C[C@@H]2N(C([C@H](CCCCC\C=C/[C@H]3[C@](NC2=O)(C3)C(=O)OCC)NC(=O)OC(C)(C)C)=O)C1)OC)C1=CC=CC=C1 ((2R,6S,13aS,14aR,16aS,Z)-ethyl 2-(biphenyl-4-yl)-6-(tert-butoxycarbonylamino)-2-methoxy-5,16-dioxo-1,2,3,5,6,7,8,9,10,11,13a,14,14a,15,16,16a-hexadecahydrocyclopropa[e]pyrrolo[1,2-a][1,4]diazacyclopentadecine-14a-carboxylate), LiOH monohydrate, O (water), CO (MeOH). The solvent is O1CCCC1 (tetrahydrofuran). Conditions: time 18 hour. Product: C1(=CC=C(C=C1)[C@@]1(C[C@@H]2N(C([C@H](CCCCC\C=C/[C@H]3[C@](NC2=O)(C3)C(=O)O)NC(=O)OC(C)(C)C)=O)C1)OC)C1=CC=CC=C1 ((2R,6S,13aS,14aR,16aS,Z)-2-(biphenyl-4-yl)-6-(tert-butoxycarbonylamino)-2-methoxy-5,16-dioxo-1,2,3,5,6,7,8,9,10,11,13a,14,14a,15,16,16a-hexadecahydrocyclopropa[e]pyrrolo[1,2-a][1,4]diazacyclopentadecine-14a-carboxylic acid). The yield is 96.8%. As a reaction SMILES: [C:1]1([C:43]2[CH:48]=[CH:47][CH:46]=[CH:45][CH:44]=2)[CH:6]=[CH:5][C:4]([C@@:7]2([O:41][CH3:42])[CH2:40][N:10]3[C:11](=[O:39])[C@@H:12]([NH:31][C:32]([O:34][C:35]([CH3:38])([CH3:37])[CH3:36])=[O:33])[CH2:13][CH2:14][CH2:15][CH2:16][CH2:17][CH:18]=[CH:19][C@@H:20]4[CH2:25][C@@:21]4([C:26]([O:28]CC)=[O:27])[NH:22][C:23](=[O:24])[C@@H:9]3[CH2:8]2)=[CH:3][CH:2]=1.O.CO>O1CCCC1>[C:1]1([C:43]2[CH:48]=[CH:47][CH:46]=[CH:45][CH:44]=2)[CH:2]=[CH:3][C:4]([C@@:7]2([O:41][CH3:42])[CH2:40][N:10]3[C:11](=[O:39])[C@@H:12]([NH:31][C:32]([O:34][C:35]([CH3:37])([CH3:38])[CH3:36])=[O:33])[CH2:13][CH2:14][CH2:15][CH2:16][CH2:17][CH:18]=[CH:19][C@@H:20]4[CH2:25][C@@:21]4([C:26]([OH:28])=[O:27])[NH:22][C:23](=[O:24])[C@@H:9]3[CH2:8]2)=[CH:5][CH:6]=1. Procedure details: A mixture of (2R,6S,13aS,14aR,16aS,Z)-ethyl 2-(biphenyl-4-yl)-6-(tert-butoxycarbonylamino)-2-methoxy-5,16-dioxo-1,2,3,5,6,7,8,9,10,11,13a,14,14a,15,16,16a-hexadecahydrocyclopropa[e]pyrrolo[1,2-a][1,4]diazacyclopentadecine-14a-carboxylate (56 mg, 0.085 mmol), LiOH monohydrate (40.7 mg, 1.70 mmol) in tetrahydrofuran (2 mL)/water (0.5 mL)/MeOH (1 mL) was stirred at rt for 18 h. It was then concentrated in vacuo, and washed with ether. The aqueous phase was adjusted to pH=4 using 1N HCl and extracte... Reactants: CC(C)C(NC(=O)CN1CCc2c([nH]c3c(C(=O)O)cccc23)C1)C(=O)C(F)(F)F, CCOC(C)=O, N#CC1=C(C#N)C(=O)C(Cl)=C(Cl)C1=O, C1COCCO1. Yields the product CC(C)C(NC(=O)CN1C=Cc2c([nH]c3c(C(=O)O)cccc23)C1)C(=O)C(F)(F)F. As a reaction SMILES: [C:1](=[O:2])([OH:3])[c:4]1[cH:5][cH:6][cH:7][c:8]2[c:9]3[c:10]([nH:11][c:12]12)[CH2:13][N:14]([CH2:17][C:18](=[O:19])[NH:20][CH:21]([C:22]([C:23]([F:24])([F:25])[F:26])=[O:27])[CH:28]([CH3:29])[CH3:30])[CH2:15][CH2:16]3.[CH3:45][CH2:46][O:47][C:48](=[O:49])[CH3:50].[Cl:31][C:32]1=[C:43]([Cl:44])[C:41](=[O:42])[C:38]([C:39]#[N:40])=[C:35]([C:36]#[N:37])[C:33]1=[O:34].[O:51]1[CH2:52][CH2:53][O:54][CH2:55][CH2:56]1>>[C:1](=[O:2])([OH:3])[c:4]1[cH:5][cH:6][cH:7][c:8]2[c:9]3[c:10]([nH:11][c:12]12)[CH2:13][N:14]([CH2:17][C:18](=[O:19])[NH:20][CH:21]([C:22]([C:23]([F:24])([F:25])[F:26])=[O:27])[CH:28]([CH3:29])[CH3:30])[CH:15]=[CH:16]3.